From a dataset of the Open Reaction Database (ORD), a public repository of structured organic reaction records. describe an organic reaction: reactants, conditions, products, and yield Reactants: C1(=CC=CC=C1)C=1NC(=C(N1)C(C)O)C (2-phenyl-4-(1-hydroxyethyl)-5-methylimidazole), S(=O)(Cl)Cl (thionyl chloride). The solvent is C(Cl)(Cl)Cl (chloroform). Product: Cl.C1(=CC=CC=C1)C=1NC(=C(N1)C(C)Cl)C (2-phenyl-4-(1-chloroethyl)-5-methylimidazole hydrochloride). As a reaction SMILES: [C:1]1([C:7]2[NH:8][C:9]([CH3:15])=[C:10]([CH:12](O)[CH3:13])[N:11]=2)[CH:6]=[CH:5][CH:4]=[CH:3][CH:2]=1.S(Cl)([Cl:18])=O>C(Cl)(Cl)Cl>[ClH:18].[C:1]1([C:7]2[NH:8][C:9]([CH3:15])=[C:10]([CH:12]([Cl:18])[CH3:13])[N:11]=2)[CH:6]=[CH:5][CH:4]=[CH:3][CH:2]=1 |f:3.4|. Procedure: 27 Grams (0.13 mol) of 2-phenyl-4-(1-hydroxyethyl)-5-methylimidazole were dissolved in 700 ml of chloroform with 44 ml (0.6 mol) of thionyl chloride and refluxed for 5 hours. After cooling, the mixture was evaporated, the residue triturated in acetone, thereby giving, in approximately stoichiometric yield, 2-phenyl-4-(1-chloroethyl)-5-methylimidazole hydrochloride, m.p. 190° C. The reactants are N1([C@@H](C(=O)O)CCCC1)C(=O)OCC1=CC=CC=C1 (Cbz-D-hPro-OH), Cl.C(C)OC(CNC)=O (sarcosine ethyl ester hydrochloride), ON1N=NC2=C1C=CC=C2 (1-hydroxybenzotriazole), C(C)(C)N(C(C)C)CC (N,N-diisopropylethylamine), Cl.CN(CCCN=C=NCC)C (1-(3-dimethylaminopropyl)-3-ethylcarbodiimide hydrochloride). Solvent: ClCCl (dichloromethane). Reaction conditions: time 12 hour. The product is N1([C@@H](C(=O)N(CC(=O)OCC)C)CCCC1)C(=O)OCC1=CC=CC=C1 (Cbz-D-hPro-N(Me)Gly-OEt). Isolated yield 80.1%. Reaction SMILES: [N:1]1([C:10]([O:12][CH2:13][C:14]2[CH:19]=[CH:18][CH:17]=[CH:16][CH:15]=2)=[O:11])[CH2:9][CH2:8][CH2:7][CH2:6][C@@H:2]1[C:3]([OH:5])=O.Cl.[CH2:21]([O:23][C:24](=[O:28])[CH2:25][NH:26][CH3:27])[CH3:22].ON1C2C=CC=CC=2N=N1.C(N(CC)C(C)C)(C)C.Cl.CN(C)CCCN=C=NCC>ClCCl>[N:1]1([C:10]([O:12][CH2:13][C:14]2[CH:19]=[CH:18][CH:17]=[CH:16][CH:15]=2)=[O:11])[CH2:9][CH2:8][CH2:7][CH2:6][C@@H:2]1[C:3]([N:26]([CH3:27])[CH2:25][C:24]([O:23][CH2:21][CH3:22])=[O:28])=[O:5] |f:1.2,5.6|. Procedure details: To a stirring solution of Cbz-D-hPro-OH (6.0 g, 22.8 mmol), sarcosine ethyl ester hydrochloride (4.38 g, 28.5 mmol), 1-hydroxybenzotriazole (3.08 g, 22.8 mmol), and N,N-diisopropylethylamine (11.9 mL, 68.4 mmol) in dichloromethane (200 mL) was added 1-(3-dimethylaminopropyl)-3-ethylcarbodiimide hydrochloride (5.46 g, 28.5 mmol). After stirring for 12 hours, the solvent was removed in vacuo and the residue was dissolved in ethyl acetate (500 mL), washed twice with 1N citric acid (200 mL), twice w... The reactants are C(C)N(CCCC1=CC=C(C=C1)C1=CC=C(C=C1)CCCN(CC)CC)CC (4,4'-bis(3-diethylaminopropyl)biphenyl), C(C)I (ethyl iodide), C(C)O (ethanol), CI (methyl iodide). Product: [I-].[I-].C(C)[N+](CCCC1=CC=C(C=C1)C1=CC=C(C=C1)CCC[N+](CC)(CC)CC)(CC)CC (4,4'-Bis(3-triethylammoniopropyl)biphenyl diiodide). Reaction SMILES: [CH2:1]([N:3]([CH2:27][CH3:28])[CH2:4][CH2:5][CH2:6][C:7]1[CH:12]=[CH:11][C:10]([C:13]2[CH:18]=[CH:17][C:16]([CH2:19][CH2:20][CH2:21][N:22]([CH2:25][CH3:26])[CH2:23][CH3:24])=[CH:15][CH:14]=2)=[CH:9][CH:8]=1)[CH3:2].[CH2:29]([I:31])[CH3:30].C[I:33].[CH2:34](O)[CH3:35]>>[I-:31].[I-:33].[CH2:25]([N+:22]([CH2:29][CH3:30])([CH2:23][CH3:24])[CH2:21][CH2:20][CH2:19][C:16]1[CH:15]=[CH:14][C:13]([C:10]2[CH:11]=[CH:12][C:7]([CH2:6][CH2:5][CH2:4][N+:3]([CH2:34][CH3:35])([CH2:1][CH3:2])[CH2:27][CH3:28])=[CH:8][CH:9]=2)=[CH:18][CH:17]=1)[CH3:26] |f:4.5.6|. Reported procedure: To a solution of 400 mg of 4,4'-bis(3-diethylaminopropyl)biphenyl in 4 ml of ethanol was added 0.84 ml of ethyl iodide, and the mixture was refluxed for 3 hours. After adding further 0.42 ml of methyl iodide, the mixture was refluxed for 2 hours and concentrated under a reduced pressure. To the concentrate were added 5 ml of acetone and 50 ml of ethyl acetate. The resulting crystal was collected by filtration, washed with ethanol, acetone and n-hexane, and dried under a reduced pressure. The obt... The reactants are C1(CCCCCCCCCCCCCCCO1)=O (16-hexadecanolide), CO (methanol). The reagents and catalysts are C[O-].[Na+] (sodium methoxide). Conditions: temperature 60 celsius. Yields the product OCCCCCCCCCCCCCCCC(=O)OC (methyl 16-hydroxyhexadecanoate). Yield: 90.2%. RXN SMILES: [C:1]1(=[O:18])[O:17][CH2:16][CH2:15][CH2:14][CH2:13][CH2:12][CH2:11][CH2:10][CH2:9][CH2:8][CH2:7][CH2:6][CH2:5][CH2:4][CH2:3][CH2:2]1.[CH3:19][OH:20]>C[O-].[Na+]>[OH:20][CH2:19][CH2:15][CH2:14][CH2:13][CH2:12][CH2:11][CH2:10][CH2:9][CH2:8][CH2:7][CH2:6][CH2:5][CH2:4][CH2:3][CH2:2][C:1]([O:17][CH3:16])=[O:18] |f:2.3|. Procedure details: 76.3 gm of 16-hexadecanolide and 0.29 gm of 28% sodium methoxide solution were dissolved into 250 gm of methanol, and the solution was heated at 60° C. for 60 hours while stirring. The reaction mixture was cooled to deposit crystals. The crystals were collected by filtration, washed, and dried to obtain 77.5 gm of methyl 16-hydroxyhexadecanoate (yield: 90.2%). The reactants are O=C(NCCC=1C=CC=CC1Br)C(F)(F)F. Reagents/catalysts: O1B(OC(C)(C)C1(C)C)B2OC(C)(C)C(O2)(C)C, O=S(=O)([O-])CC=1C=NC(=CC1)C2=NC=C(C=C2)C.CCCC[N+](CCCC)(CCCC)CCCC, C[OH2+].C[OH2+].C1CC=CCCC=C1.C1CC=CCCC=C1.[Ir].[Ir]. Run in O1CCCC1. Run at temperature 50 celsius, time 20 hour. Product: O=C(NCCC1=CC(=CC=C1Br)B2OC(C)(C)C(O2)(C)C)C(F)(F)F, O=C(NCCC1=CC=C(C=C1Br)B2OC(C)(C)C(O2)(C)C)C(F)(F)F. Isolated yield 11.0%. Reported procedure: Following general procedure F using 4f (74 mg, 0.25 mmol), B2pin2 (127 mg, 0.50 mmol), [Ir(COD)OMe]2 (2.5 mg, 0.00375 mmol) and 1a (3.8 mg, 0.0075 mmol) in THF (1.25 mL). Stirred in vial at 50 °C for 20 hours. Analysis of crude 1 H NMR using internal standard 1,2‐dimethoxyethane showed 8.0:1 meta:para borylation in 93% yield. The crude product was purified by silica gel chromatography (15% EtOAc in Petroleum Ether 40‐60 o C) gave the title compound (as a 7.2:1 mixture of meta:para ratio, as dete... Reactants: CC(=O)OCC1=C(N2[C@@H]([C@@H](C2=O)N)SC1)C(=O)O (7-aminocephalosporanic acid), CC1=CN=C(S1)C(O)=S (5-methylthiazole-2-thiocarboxylic acid), P(O)(O)(O)=O (phosphoric acid), C([O-])(O)=O.[Na+] (sodium bicarbonate), P(=O)([O-])([O-])[O-] (phosphate). Run at time 5 hour. Product: NC1[C@@H]2N(C(=C(CS2)CSC(=O)C=2SC(=CN2)C)C(=O)O)C1=O (7Amino-3-(5-methylthiazol-2-yl)carbonylthiomethyl-3-cephem-4-carboxylic acid). Isolated yield 35.0%. RXN SMILES: CC(O[CH2:5][C:6]1[CH2:15][S:14][C@@H:9]2[C@H:10]([NH2:13])[C:11](=[O:12])[N:8]2[C:7]=1[C:16]([OH:18])=[O:17])=O.C(=O)(O)[O-].[Na+].P([O-])([O-])([O-])=O.[CH3:29][C:30]1[S:34][C:33]([C:35](=[S:37])[OH:36])=[N:32][CH:31]=1.P(=O)(O)(O)O>>[NH2:13][CH:10]1[C:11](=[O:12])[N:8]2[C:7]([C:16]([OH:18])=[O:17])=[C:6]([CH2:5][S:37][C:35]([C:33]3[S:34][C:30]([CH3:29])=[CH:31][N:32]=3)=[O:36])[CH2:15][S:14][C@H:9]12 |f:1.2|. Procedure details: To a stirred solution of 9.3 g. (0.034 moles) of 7-aminocephalosporanic acid and 5.75 g. (0.068 moles) of sodium bicarbonate in 204 ml. of aqueous phosphate buffer at pH 6.4 was added 5.44 g. (0.034 moles) of 5-methylthiazole-2-thiocarboxylic acid. The mixture was stirred in a nitrogen atmosphere at 50° for 5 hours keeping the pH at 6.5 with 42% phosphoric acid. Then the mixture was cooled to 20° and the precipitated solid was removed by filtration, washed with water, acetone and ether and dried... Starting materials: NCC1N(CCC1)C(=O)OC(C)(C)C (rac-2-aminomethyl-1-N-tert-butoxycarbonyl-pyrrolidine), ClC1=CC=C(S1)C(=O)O (5-chlorothiophene-2-carboxylic acid). The product is C(C)(C)(C)OC(=O)N1C(CCC1)CNC(=O)C=1SC(=CC1)Cl (rac-2-{[(5-chloro-thiophene-2-carbonyl)-amino]-methyl}-pyrrolidine-1-carboxylic acid tert-butyl ester). Reaction SMILES: [NH2:1][CH2:2][CH:3]1[CH2:7][CH2:6][CH2:5][N:4]1[C:8]([O:10][C:11]([CH3:14])([CH3:13])[CH3:12])=[O:9].[Cl:15][C:16]1[S:20][C:19]([C:21](O)=[O:22])=[CH:18][CH:17]=1>>[C:11]([O:10][C:8]([N:4]1[CH2:5][CH2:6][CH2:7][CH:3]1[CH2:2][NH:1][C:21]([C:19]1[S:20][C:16]([Cl:15])=[CH:17][CH:18]=1)=[O:22])=[O:9])([CH3:14])([CH3:13])[CH3:12]. Procedure: 75.1 Using general procedure E, rac-2-aminomethyl-1-N-tert-butoxycarbonyl-pyrrolidine was coupled with 5-chlorothiophene-2-carboxylic acid to give rac-2-{[(5-chloro-thiophene-2-carbonyl)-amino]-methyl}-pyrrolidine-1-carboxylic acid tert-butyl ester. Brown oil. MS 345.0 ([M+H]+) The reactants are C[Si](N1C=NC=C1)(C)C (1-trimethylsilylimidazole), C[Si](C)(C)OC(C(C)Cl)=O (chloropropionic acid-trimethylsilyl ester), esters, Cl.N1(C=NC=C1)CCCOCC(=O)O (6-(imidazol-1-yl)-3-oxa-hexanoic acid-hydrochloride). Product: N1(C=NC=C1)CCC(=O)O (3-(imidazol-1-yl)-propionic acid). As a reaction SMILES: Cl.[N:2]1([CH2:7][CH2:8][CH2:9][O:10]CC(O)=O)[CH:6]=[CH:5][N:4]=[CH:3]1.C[Si](C)(C)N1C=CN=C1.C[Si]([O:28]C(=O)C(Cl)C)(C)C>>[N:2]1([CH2:7][CH2:8][C:9]([OH:10])=[O:28])[CH:6]=[CH:5][N:4]=[CH:3]1 |f:0.1|. Procedure details: The 6-(imidazol-1-yl)-3-oxa-hexanoic acid-hydrochloride used as the starting material is prepared in the following manner: 1-trimethylsilylimidazole (b.p.20 : 117°-120° C.) is reacted with chloropropionic acid-trimethylsilyl ester (b.p.1013 : 172°-175° C.) with simultaneous saponification of the esters to form 3-(imidazol-1-yl)-propionic acid (m.p.: 148°-150° C.). Reaction with trimethylchlorosilane in ethanol leads to the corresponding ethyl ester-hydrochloride from which the free 3-(imidazol-1... The reactants are CCOc1cc(C(C)(C)C)ncc1C1=NC(C)(c2ccc(Cl)cc2)C(C)(c2ccc(Cl)cc2)N1C(=O)Cl, CC(C)N1CCNCC1. Yields the product CCOc1cc(C(C)(C)C)ncc1C1=NC(C)(c2ccc(Cl)cc2)C(C)(c2ccc(Cl)cc2)N1C(=O)N1CCN(C(C)C)CC1. RXN SMILES: [C:1]([CH3:2])([CH3:3])([CH3:4])[c:5]1[cH:6][c:7]([O:35][CH2:36][CH3:37])[c:8]([C:11]2=[N:15][C:14]([CH3:16])([c:17]3[cH:18][cH:19][c:20]([Cl:23])[cH:21][cH:22]3)[C:13]([CH3:24])([c:25]3[cH:26][cH:27][c:28]([Cl:31])[cH:29][cH:30]3)[N:12]2[C:32](=[O:33])[Cl:34])[cH:9][n:10]1.[CH:38]([CH3:39])([CH3:40])[N:41]1[CH2:42][CH2:43][NH:44][CH2:45][CH2:46]1>>[C:1]([CH3:2])([CH3:3])([CH3:4])[c:5]1[cH:6][c:7]([O:35][CH2:36][CH3:37])[c:8]([C:11]2=[N:15][C:14]([CH3:16])([c:17]3[cH:18][cH:19][c:20]([Cl:23])[cH:21][cH:22]3)[C:13]([CH3:24])([c:25]3[cH:26][cH:27][c:28]([Cl:31])[cH:29][cH:30]3)[N:12]2[C:32](=[O:33])[N:44]2[CH2:43][CH2:42][N:41]([CH:38]([CH3:39])[CH3:40])[CH2:46][CH2:45]2)[cH:9][n:10]1.